This data is from the Open Reaction Database (ORD), a public repository of structured organic reaction records. The task is: describe an organic reaction: reactants, conditions, products, and yield Starting materials: CCCNCCC, ClCCl, CCN=C=NCCCN(C)C, CCOC(C)=O, Cl, O=C(O)Cc1cccc(I)c1, On1nnc2ncccc21. Product: CCCN(CCC)C(=O)Cc1cccc(I)c1. As a reaction SMILES: [CH2:1]([CH2:2][CH3:3])[NH:4][CH2:5][CH2:6][CH3:7].[CH2:41]([Cl:42])[Cl:43].[CH3:20][N:21]([CH3:22])[CH2:23][CH2:24][CH2:25][N:26]=[C:27]=[N:28][CH2:29][CH3:30].[CH3:44][CH2:45][O:46][C:47](=[O:48])[CH3:49].[ClH:19].[I:8][c:9]1[cH:10][c:11]([CH2:15][C:16](=[O:17])[OH:18])[cH:12][cH:13][cH:14]1.[OH:31][n:32]1[c:33]2[cH:34][cH:35][cH:36][n:37][c:38]2[n:39][n:40]1>>[CH2:1]([CH2:2][CH3:3])[N:4]([CH2:5][CH2:6][CH3:7])[C:16]([CH2:15][c:11]1[cH:10][c:9]([I:8])[cH:14][cH:13][cH:12]1)=[O:18].